This data is from the Open Reaction Database (ORD), a public repository of structured organic reaction records. The task is: describe an organic reaction: reactants, conditions, products, and yield The reactants are CCN=C=NCCCN(C)C, CCOC(=O)C1CCOc2cc(Oc3ccc(C(=O)O)cc3)c(Cl)cc21, COc1cc(Cl)cc(Cl)c1CCN, Cl, CN(C)C=O, O, O, On1nnc2ccccc21. The product is CCOC(=O)C1CCOc2cc(Oc3ccc(C(=O)NCCc4c(Cl)cc(Cl)cc4OC)cc3)c(Cl)cc21. RXN SMILES: [CH2:52]([N:53]=[C:54]=[N:55][CH2:56][CH2:57][CH2:58][N:59]([CH3:60])[CH3:61])[CH3:62].[Cl:1][c:2]1[cH:3][c:4]2[c:9]([cH:10][c:11]1[O:12][c:13]1[cH:14][cH:15][c:16]([C:17](=[O:18])[OH:19])[cH:20][cH:21]1)[O:8][CH2:7][CH2:6][CH:5]2[C:22](=[O:23])[O:24][CH2:25][CH3:26].[Cl:38][c:39]1[c:40]([CH2:48][CH2:49][NH2:50])[c:41]([O:46][CH3:47])[cH:42][c:43]([Cl:45])[cH:44]1.[ClH:51].[O:63]=[CH:64][N:65]([CH3:66])[CH3:67].[OH2:27].[OH2:68].[OH:28][n:29]1[c:30]2[cH:31][cH:32][cH:33][cH:34][c:35]2[n:36][n:37]1>>[Cl:1][c:2]1[cH:3][c:4]2[c:9]([cH:10][c:11]1[O:12][c:13]1[cH:14][cH:15][c:16]([C:17](=[O:18])[NH:50][CH2:49][CH2:48][c:40]3[c:39]([Cl:38])[cH:44][c:43]([Cl:45])[cH:42][c:41]3[O:46][CH3:47])[cH:20][cH:21]1)[O:8][CH2:7][CH2:6][CH:5]2[C:22](=[O:23])[O:24][CH2:25][CH3:26]. Starting materials: ClC1=CC=C2C(=C1)NC(C21C(NC(CC1C1=CC(=CC=C1)Cl)=O)C1=C(C=CC(=C1)C#C[Si](C)(C)C)OC)=O (racemic (2′R,3R,4′S)-6-chloro-4′-(3-chlorophenyl)-2′-[2-methoxy-5-(2-trimethylsilanyl-ethynyl)-phenyl]spiro[3H-indole-3,3′-piperidine]-2,6′-dione), [OH-].[Na+] (NaOH). Run in CO (MeOH). Conditions: time 30 minute. Product: ClC1=CC=C2C(=C1)NC(C21C(NC(CC1C1=CC(=CC=C1)Cl)=O)C1=C(C=CC(=C1)C#C)OC)=O (racemic (2′R,3R,4′S)-6-chloro-4′-(3-chlorophenyl)-2′-[5-ethynyl-2-methoxy-phenyl]-spiro[3H-indole-3,3′-piperidine]-2,6′-dione). Isolated yield 30.1%. RXN SMILES: [Cl:1][C:2]1[CH:7]=[C:6]2[NH:8][C:9](=[O:38])[C:10]3([CH:15]([C:16]4[CH:21]=[CH:20][CH:19]=[C:18]([Cl:22])[CH:17]=4)[CH2:14][C:13](=[O:23])[NH:12][CH:11]3[C:24]3[CH:29]=[C:28]([C:30]#[C:31][Si](C)(C)C)[CH:27]=[CH:26][C:25]=3[O:36][CH3:37])[C:5]2=[CH:4][CH:3]=1.[OH-].[Na+]>CO>[Cl:1][C:2]1[CH:7]=[C:6]2[NH:8][C:9](=[O:38])[C:10]3([CH:15]([C:16]4[CH:21]=[CH:20][CH:19]=[C:18]([Cl:22])[CH:17]=4)[CH2:14][C:13](=[O:23])[NH:12][CH:11]3[C:24]3[CH:29]=[C:28]([C:30]#[CH:31])[CH:27]=[CH:26][C:25]=3[O:36][CH3:37])[C:5]2=[CH:4][CH:3]=1 |f:1.2|. Reported procedure: To a stirred solution of racemic (2′R,3R,4′S)-6-chloro-4′-(3-chlorophenyl)-2′-[2-methoxy-5-(2-trimethylsilanyl-ethynyl)-phenyl]spiro[3H-indole-3,3′-piperidine]-2,6′-dione (50 mg, 0.088 mmol) in MeOH (2 ml) was added 2N NaOH dropwise. The reaction was stirred for 30 min and extracted with EtOAc. The combined organic extract was dried and concentrated and was purified by flash chromatography, eluting with CH2Cl2, then EtOAc. Recrystallization gave the title compound as a white solid (13 mg, 13% yi... Starting materials: CCO, Cl, NO, [Na+], [OH-], O, O=C1CCCC1c1ccccc1. Product: ON=C1CCCC1c1ccccc1. Reaction SMILES: [CH3:18][CH2:19][OH:20].[ClH:15].[NH2:16][OH:17].[Na+:14].[OH-:13].[OH2:21].[c:1]1([CH:7]2[C:8](=[O:12])[CH2:9][CH2:10][CH2:11]2)[cH:2][cH:3][cH:4][cH:5][cH:6]1>>[c:1]1([CH:7]2[C:8](=[N:16][OH:13])[CH2:9][CH2:10][CH2:11]2)[cH:2][cH:3][cH:4][cH:5][cH:6]1. Reactants: Brc1ccc(Br)c2ccccc12, COCCOC, Cc1ccccc1, [Na+], [Na+], O=C([O-])[O-], O, OB(O)c1ccccc1, [Pd], c1ccc(P(c2ccccc2)c2ccccc2)cc1, c1ccc(P(c2ccccc2)c2ccccc2)cc1, c1ccc(P(c2ccccc2)c2ccccc2)cc1, c1ccc(P(c2ccccc2)c2ccccc2)cc1. Yields the product Brc1ccc(-c2ccccc2)c2ccccc12. RXN SMILES: [Br:10][c:11]1[cH:12][cH:13][c:14]([Br:21])[c:15]2[cH:16][cH:17][cH:18][cH:19][c:20]12.[CH2:22]([CH2:23][O:24][CH3:25])[O:26][CH3:27].[CH3:112][c:113]1[cH:114][cH:115][cH:116][cH:117][cH:118]1.[Na+:28].[Na+:29].[O-:30][C:31](=[O:32])[O-:33].[OH2:111].[OH:1][B:2]([OH:3])[c:4]1[cH:5][cH:6][cH:7][cH:8][cH:9]1.[Pd:34].[c:35]1([P:36]([c:37]2[cH:38][cH:39][cH:40][cH:41][cH:42]2)[c:43]2[cH:44][cH:45][cH:46][cH:47][cH:48]2)[cH:49][cH:50][cH:51][cH:52][cH:53]1.[c:54]1([P:55]([c:56]2[cH:57][cH:58][cH:59][cH:60][cH:61]2)[c:62]2[cH:63][cH:64][cH:65][cH:66][cH:67]2)[cH:68][cH:69][cH:70][cH:71][cH:72]1.[c:73]1([P:74]([c:75]2[cH:76][cH:77][cH:78][cH:79][cH:80]2)[c:81]2[cH:82][cH:83][cH:84][cH:85][cH:86]2)[cH:87][cH:88][cH:89][cH:90][cH:91]1.[c:92]1([P:93]([c:94]2[cH:95][cH:96][cH:97][cH:98][cH:99]2)[c:100]2[cH:101][cH:102][cH:103][cH:104][cH:105]2)[cH:106][cH:107][cH:108][cH:109][cH:110]1>>[c:4]1(-[c:11]2[cH:12][cH:13][c:14]([Br:21])[c:15]3[cH:16][cH:17][cH:18][cH:19][c:20]23)[cH:5][cH:6][cH:7][cH:8][cH:9]1. Starting materials: BrC1=CC=CC(=C1O)C(C)C (6-Bromo-2-isopropylphenol), C(F)(F)(F)C(F)(F)C(=O)O[Na] (CF3CF2COONa). Reagents/catalysts: [Cu]I (CuI). Yields the product FC(C(F)(F)F)(C1=CC=CC(=C1O)C(C)C)F (6-pentafluoroethyl-2-isopropylphenol). Reaction SMILES: Br[C:2]1[C:7]([OH:8])=[C:6]([CH:9]([CH3:11])[CH3:10])[CH:5]=[CH:4][CH:3]=1.[C:12]([C:16](C(O[Na])=O)([F:18])[F:17])([F:15])([F:14])[F:13]>[Cu]I>[F:17][C:16]([F:18])([C:2]1[C:7]([OH:8])=[C:6]([CH:9]([CH3:11])[CH3:10])[CH:5]=[CH:4][CH:3]=1)[C:12]([F:15])([F:14])[F:13]. Procedure details: 6-Bromo-2-isopropylphenol, made as described in Example 2, was reacted with CF3CF2COONa in the presence of CuI (Freskos J N, Synth Comm 18:965-972, 1988). This reaction resulted in the synthesis of 6-pentafluoroethyl-2-isopropylphenol. The reactants are C(C1=CC=CC=C1)OC1=CC=C(C(=O)O)C=C1 (4-benzyloxybenzoic acid), NN1CCOCC1 (4-aminomorpholine), Cl.CN(CCCN=C=NCC)C (1-(3-dimethylaminopropyl)-3-ethylcarbodiimide hydrochloride), O.ON1N=NC2=C1C=CC=C2 (1-hydroxybenzotriazole hydrate). Run in CN(C=O)C (N,N-dimethylformamide), CCN(CC)CC (Et3N), CO (MeOH), C(Cl)Cl (CH2Cl2). Run at time 2 day. Product: N1(CCOCC1)NC(C1=CC=C(C=C1)OCC1=CC=CC=C1)=O (N-(4-morpholinyl)-4-(phenylmethoxy)-benzamide). Yield: 92.4%. RXN SMILES: [CH2:1]([O:8][C:9]1[CH:17]=[CH:16][C:12]([C:13]([OH:15])=O)=[CH:11][CH:10]=1)[C:2]1[CH:7]=[CH:6][CH:5]=[CH:4][CH:3]=1.[NH2:18][N:19]1[CH2:24][CH2:23][O:22][CH2:21][CH2:20]1.Cl.CN(C)CCCN=C=NCC.O.ON1C2C=CC=CC=2N=N1>CN(C)C=O.CO.C(Cl)Cl.CCN(CC)CC>[N:19]1([NH:18][C:13](=[O:15])[C:12]2[CH:11]=[CH:10][C:9]([O:8][CH2:1][C:2]3[CH:3]=[CH:4][CH:5]=[CH:6][CH:7]=3)=[CH:17][CH:16]=2)[CH2:24][CH2:23][O:22][CH2:21][CH2:20]1 |f:2.3,4.5|. Procedure: A mixture of 4-benzyloxybenzoic acid (0.5 g, 2.19 mmol), 4-aminomorpholine (0.2 mL, 2.13 mmol), Et3N (0.316 mL), 1-(3-dimethylaminopropyl)-3-ethylcarbodiimide hydrochloride (0.671 g, 3.5 mmol) and 1-hydroxybenzotriazole hydrate (0.5 g, 3.7 mmol) in N,N-dimethylformamide (17 mL) was stirred at room temperature for 2 days. The reaction was concentrated and diluted in dichloromethane. The organic phase was washed twice with water, dried with MgSO4 and concentrated. The residue was purified on colum...